From a dataset of the Open Reaction Database (ORD), a public repository of structured organic reaction records. describe an organic reaction: reactants, conditions, products, and yield Reactants: [H-].[Na+] (sodium hydride), FC1=CC2=C(NC(CO2)=O)C=C1N1C(C=2CCCCC2C1=O)=O (2-[7-fluoro-2H-1,4-benzoxazin-3(4H)-on-6-yl]-4,5,6,7-tetrahydro-2H-isoindole-1,3-dione), ClC[Si](C)(C)C (chloromethyltrimethylsilane). The reagents and catalysts are [I-].[Na+] (sodium iodide), C1COCCOCCOCCOCCOCCO1 (18-crown-6). The solvent is CN(C=O)C (N,N-dimethylformamide), CN(C=O)C (N,N-dimethylformamide). Conditions: time 15 minute. The product is FC1=CC2=C(N(C(CO2)=O)C[Si](C)(C)C)C=C1N1C(C=2CCCCC2C1=O)=O (2-[7-fluoro-4-trimethylsilylmethyl-2H-1,4-benzoxazin-3(4H)-on-6-yl]-4,5,6,7-tetrahydro-2H-isoindole-1,3-dione). Isolated yield 87.3%. Reaction SMILES: [H-].[Na+].[F:3][C:4]1[C:14]([N:15]2[C:23](=[O:24])[C:22]3[CH2:21][CH2:20][CH2:19][CH2:18][C:17]=3[C:16]2=[O:25])=[CH:13][C:7]2[NH:8][C:9](=[O:12])[CH2:10][O:11][C:6]=2[CH:5]=1.Cl[CH2:27][Si:28]([CH3:31])([CH3:30])[CH3:29]>CN(C)C=O.[I-].[Na+].C1OCCOCCOCCOCCOCCOC1>[F:3][C:4]1[C:14]([N:15]2[C:23](=[O:24])[C:22]3[CH2:21][CH2:20][CH2:19][CH2:18][C:17]=3[C:16]2=[O:25])=[CH:13][C:7]2[N:8]([CH2:27][Si:28]([CH3:31])([CH3:30])[CH3:29])[C:9](=[O:12])[CH2:10][O:11][C:6]=2[CH:5]=1 |f:0.1,5.6|. Procedure details: To N,N-dimethylformamide (10 ml) is added at an ambient temperature sodium hydride (0.1 g), sodium iodide (5 mg), 18-crown-6 (5 mg) and 2-[7-fluoro-2H-1,4-benzoxazin-3(4H)-on-6-yl]-4,5,6,7-tetrahydro-2H-isoindole-1,3-dione (0.63 g). Thereafter the whole is stirred for 15 minutes, treated with a solution of chloromethyltrimethylsilane (0.61 g) in N,N-dimethylformamide (5 ml), and stirred at 100°-110° C. for an hour. The reaction mixture is evaporated to dryness in vacuo, admixed with water (30 ml... Reactants: [OH-].[Na+] (sodium hydroxide), C(C)C=1SC(=C(N1)C(=O)OCC)C (ethyl 2-ethyl-5-methyl-1,3-thiazole-4-carboxylate), Cl (hydrochloric acid). Run in C(C)O (ethanol). The product is C(C)C=1SC(=C(N1)C(=O)O)C (2-ethyl-5-methyl-1,3-thiazole-4-carboxylic acid). Yield: 11.6%. As a reaction SMILES: [CH2:1]([C:3]1[S:4][C:5]([CH3:13])=[C:6]([C:8]([O:10]CC)=[O:9])[N:7]=1)[CH3:2].[OH-].[Na+].Cl>C(O)C>[CH2:1]([C:3]1[S:4][C:5]([CH3:13])=[C:6]([C:8]([OH:10])=[O:9])[N:7]=1)[CH3:2] |f:1.2|. Procedure: 8 g of ethyl 2-ethyl-5-methyl-1,3-thiazole-4-carboxylate was dissolved in 10 ml ethanol. 2 ml of 5N sodium hydroxide was added, followed by heating under reflux for 1 hour. The reaction solution was ice-cooled and neutralized with 2N hydrochloric acid, followed by extracting with ethyl acetate. The organic layer was washed with brine, dried over anhydrous magnesium sulfate and evapoarated, to give 0.8 g of 2-ethyl-5-methyl-1,3-thiazole-4-carboxylic acid. Starting materials: ClC1=NC(=CC(=C1)C=1OC(=NN1)C1=C2C[C@@H]3[C@H](C2=C(S1)C)C3(C)C)C (2-chloro-6-methyl-4-[5-((1aS,5aR)-1,1,2-trimethyl-1,1a,5,5a-tetrahydro-3-thia-cyclopropa[a]pentalen-4-yl)-[1,3,4]oxadiazol-2-yl]-pyridine), Fe(acac)3, CN1CCCC1=O (NMP), C[Mg]I (methylmagnesiumiodide). The solvent is C1CCOC1 (THF), C1CCOC1 (THF). Run at time 15 hour. Yields the product CC1=NC(=CC(=C1)C=1OC(=NN1)C1=C2C[C@@H]3[C@H](C2=C(S1)C)C3(C)C)C (2,6-dimethyl-4-[5-((1aS,5aR)-1,1,2-trimethyl-1,1a,5,5a-tetrahydro-3-thia-cyclopropa[a]pentalen-4-yl)-[1,3,4]oxadiazol-2-yl]-pyridine). Yield: 46.9%. Reaction SMILES: Cl[C:2]1[CH:7]=[C:6]([C:8]2[O:9][C:10]([C:13]3[S:20][C:19]([CH3:21])=[C:18]4[C:14]=3[CH2:15][C@H:16]3[C:22]([CH3:24])([CH3:23])[C@H:17]34)=[N:11][N:12]=2)[CH:5]=[C:4]([CH3:25])[N:3]=1.[CH3:26]N1C(=O)CCC1.C[Mg]I>C1COCC1>[CH3:26][C:2]1[CH:7]=[C:6]([C:8]2[O:9][C:10]([C:13]3[S:20][C:19]([CH3:21])=[C:18]4[C:14]=3[CH2:15][C@H:16]3[C:22]([CH3:24])([CH3:23])[C@H:17]34)=[N:11][N:12]=2)[CH:5]=[C:4]([CH3:25])[N:3]=1. Procedure details: To a solution of 2-chloro-6-methyl-4-[5-((1aS,5aR)-1,1,2-trimethyl-1,1a,5,5a-tetrahydro-3-thia-cyclopropa[a]pentalen-4-yl)-[1,3,4]oxadiazol-2-yl]-pyridine (62.9 mg, 0.17 mmol), Fe(acac)3 (6 mg) and NMP (20 mg) in THF (5 mL) is added a solution of methylmagnesiumiodide in THF (3M, 0.51 mmol) and the mixture is stirred at rt for 15 h. The mixture is quenched with water (30 mL) and extracted with Et2O (2×50 mL). The organic extracts are dried (MgSO4), filtered and evaporated. The residue is purifie... Reactants: ice water, C(C1=CC=CC=C1)N1C=CC=2N=C(N=C(C21)Cl)N (5-benzyl-4-chloro-5H-pyrrolo[3,2-d]pyrimidin-2-amine), ClCCCl (1,2-dichloroethane), N(=O)OC(C)(C)C (t-butyl nitrite), SbCl3. Conditions: temperature -10 celsius, time 5 hour. The product is C(C1=CC=CC=C1)N1C=CC=2N=C(N=C(C21)Cl)Cl (5-benzyl-2,4-dichloro-5H-pyrrolo[3,2-d]pyrimidine). Isolated yield 77.0%. Reaction SMILES: [CH2:1]([N:8]1[C:16]2[C:15]([Cl:17])=[N:14][C:13](N)=[N:12][C:11]=2[CH:10]=[CH:9]1)[C:2]1[CH:7]=[CH:6][CH:5]=[CH:4][CH:3]=1.N(OC(C)(C)C)=O.[Cl:26]CCCl>>[CH2:1]([N:8]1[C:16]2[C:15]([Cl:17])=[N:14][C:13]([Cl:26])=[N:12][C:11]=2[CH:10]=[CH:9]1)[C:2]1[CH:7]=[CH:6][CH:5]=[CH:4][CH:3]=1. Procedure: To a suspension of 5-benzyl-4-chloro-5H-pyrrolo[3,2-d]pyrimidin-2-amine (641 mg, 2.5 mmol) in 1,2-dichloroethane (35 mL) was cooled to −10° C. SbCl3 (850 mg, 3.7 mmol) was added. The reaction mixture was stirred for 5 min. t-butyl nitrite (2.1 mL, 17.4 mmol) was added dropwise and the stirred mixture was from −10° C. to room temperature for 5 h. Upon completion of the reaction, the reaction mixture was poured into ice water and washed with CH2Cl2. The combined organic layers were washed with bri... The reactants are [Li]CCCC, Cl, [Li], O=C1OC(=O)c2ccccc21, C1CCOC1, c1ccoc1. Yields the product O=C(O)c1ccccc1C(=O)c1ccco1. RXN SMILES: [CH2:6]([Li:7])[CH2:8][CH2:9][CH3:10].[ClH:23].[Li:11].[O:12]=[C:13]1[O:14][C:15](=[O:16])[c:17]2[cH:18][cH:19][cH:20][cH:21][c:22]21.[O:24]1[CH2:25][CH2:26][CH2:27][CH2:28]1.[cH:1]1[cH:2][cH:3][o:4][cH:5]1>>[cH:1]1[cH:2][c:3]([C:15](=[O:16])[c:17]2[cH:18][cH:19][cH:20][cH:21][c:22]2[C:13](=[O:12])[OH:14])[o:4][cH:5]1.